This data is from the Open Reaction Database (ORD), a public repository of structured organic reaction records. The task is: describe an organic reaction: reactants, conditions, products, and yield Solvent: C1CCOC1 (THF). As a reaction SMILES: C([O-])([O-])=O.[Cs+].[Cs+].[C:7]([CH2:10]C(=O)C)(=O)[CH3:8].[OH:14][C:15]1[CH:20]=[CH:19][C:18]([C:21]([N:23]2[CH2:28][CH2:27][C:26]3([N:33]([CH3:34])[CH2:32][CH2:31][N:30]4[C:35]([C:38]([F:41])([F:40])[F:39])=[CH:36][CH:37]=[C:29]34)[CH2:25][CH2:24]2)=[O:22])=[CH:17][C:16]=1[O:42][CH3:43].BrC(C)=C>Cl[Cu].C1COCC1>[C:7]([O:14][C:15]1[CH:20]=[CH:19][C:18]([C:21]([N:23]2[CH2:24][CH2:25][C:26]3([N:33]([CH3:34])[CH2:32][CH2:31][N:30]4[C:35]([C:38]([F:41])([F:40])[F:39])=[CH:36][CH:37]=[C:29]34)[CH2:27][CH2:28]2)=[O:22])=[CH:17][C:16]=1[O:42][CH3:43])([CH3:10])=[CH2:8] |f:0.1.2|. Run at temperature 70 celsius. Procedure details: A mixture of Cs2CO3 (115 mg, 0.354 mmol), acetylacetone (12 μL, 0.12 mmol), CuCl (5.8 mg, 0.059 mmol) and THF (2.5 mL) in a vial was stirred at room temperature for 5 min before (4-hydroxy-3-methoxy-phenyl)-[2-methyl-6-(trifluoromethyl)spiro[3,4-dihydropyrrolo[1,2-a]pyrazine-1,4′-piperidine]-1′-yl]methanone (100 mg, 0.236 mmol) then 2-bromoprop-1-ene (27 μL, 0.31 mmol) were added. The vial was capped and heated at 70° C. overnight. The mixture was cooled to room temperature, filtered and concent... Reagents/catalysts: Cl[Cu] (CuCl). Yields the product C(=C)(C)OC1=C(C=C(C=C1)C(=O)N1CCC2(CC1)C=1N(CCN2C)C(=CC1)C(F)(F)F)OC ((4-isopropenyloxy-3-methoxy-phenyl)-[2-methyl-6-(trifluoromethyl)spiro[3,4-dihydropyrrolo[1,2-a]pyrazine-1,4′-piperidine]-1′-yl]methanone). Reactants: C(=O)([O-])[O-].[Cs+].[Cs+] (Cs2CO3), C(C)(=O)CC(C)=O (acetylacetone), BrC(=C)C (2-bromoprop-1-ene), OC1=C(C=C(C=C1)C(=O)N1CCC2(CC1)C=1N(CCN2C)C(=CC1)C(F)(F)F)OC ((4-hydroxy-3-methoxy-phenyl)-[2-methyl-6-(trifluoromethyl)spiro[3,4-dihydropyrrolo[1,2-a]pyrazine-1,4′-piperidine]-1′-yl]methanone). The yield is 16.0%. Starting materials: CC(C)(O)CCO, CCOC(C)=O, ClCCl, O=S(=O)(Cl)c1c(F)c(F)c(F)c(F)c1F, [Na+], O=C([O-])O. Yields the product CC(C)(O)CCOS(=O)(=O)c1c(F)c(F)c(F)c(F)c1F. RXN SMILES: [CH3:1][C:2]([CH2:3][CH2:4][OH:5])([CH3:6])[OH:7].[CH3:28][CH2:29][O:30][C:31](=[O:32])[CH3:33].[Cl:34][CH2:35][Cl:36].[F:8][c:9]1[c:10]([F:22])[c:11]([F:21])[c:12]([F:20])[c:13]([F:19])[c:14]1[S:15](=[O:16])(=[O:17])[Cl:18].[Na+:27].[O-:23][C:24]([OH:25])=[O:26]>>[CH3:1][C:2]([CH2:3][CH2:4][O:5][S:15]([c:14]1[c:9]([F:8])[c:10]([F:22])[c:11]([F:21])[c:12]([F:20])[c:13]1[F:19])(=[O:16])=[O:17])([CH3:6])[OH:7]. The reactants are O=C1CCC(=O)N1Br, O=C(OOC(=O)c1ccccc1)c1ccccc1, ClC(Cl)(Cl)Cl, COC(=O)c1ccc(OC)c(C)c1Cl. The product is COC(=O)c1ccc(OC)c(CBr)c1Cl. Reaction SMILES: [Br:15][N:16]1[C:17](=[O:18])[CH2:19][CH2:20][C:21]1=[O:22].[C:23]([O:24][O:25][C:26](=[O:27])[c:28]1[cH:29][cH:30][cH:31][cH:32][cH:33]1)(=[O:34])[c:35]1[cH:36][cH:37][cH:38][cH:39][cH:40]1.[C:41]([Cl:42])([Cl:43])([Cl:44])[Cl:45].[Cl:1][c:2]1[c:3]([C:4](=[O:5])[O:6][CH3:7])[cH:8][cH:9][c:10]([O:13][CH3:14])[c:11]1[CH3:12]>>[Cl:1][c:2]1[c:3]([C:4](=[O:5])[O:6][CH3:7])[cH:8][cH:9][c:10]([O:13][CH3:14])[c:11]1[CH2:12][Br:15]. Conditions: time 8 hour. Reported procedure: D-Phenylglycine (R) (85.2 mmol) was dissolved in anhydrous THF (260 mL) with NaHCO3 (256 mmol) in water (260 mL). Ethylchloroformate (0.235 mol) was added. After stirred at room temperature overnight, the reaction mixture was acidified to pH 3 with 1N HCl. The aqueous layer was extracted with EtOAc. The organic layers were dried over MgSO4, filtered, and concentrated under reduced pressure to give (R)-2-(ethoxycarbonylamino)-2-phenylacetic acid 41 as a white solid in 82% yield. MS (ESI, EI+) m/z... Yield: 82.0%. The reactants are C1=CC=C(C=C1)[C@H](C(=O)O)N (D-Phenylglycine), C(=O)(O)[O-].[Na+] (NaHCO3), Cl (HCl), C(C)OC(=O)Cl (Ethylchloroformate). Product: C(C)OC(=O)N[C@@H](C(=O)O)C1=CC=CC=C1 ((R)-2-(ethoxycarbonylamino)-2-phenylacetic acid). Reaction SMILES: [CH:1]1[CH:6]=[CH:5][C:4]([C@@H:7]([NH2:11])[C:8]([OH:10])=[O:9])=[CH:3][CH:2]=1.C([O-])(O)=O.[Na+].[CH2:17]([O:19][C:20](Cl)=[O:21])[CH3:18].Cl>C1COCC1.O>[CH2:17]([O:19][C:20]([NH:11][C@H:7]([C:4]1[CH:3]=[CH:2][CH:1]=[CH:6][CH:5]=1)[C:8]([OH:10])=[O:9])=[O:21])[CH3:18] |f:1.2|. Solvent: C1CCOC1 (THF), O (water). Starting materials: [Li+], CCOC(=O)c1ccc(-n2ccccc2=O)cc1, C1CCOC1, [OH-], O. Product: O=C(O)c1ccc(-n2ccccc2=O)cc1. Reaction SMILES: [Li+:19].[O:1]=[c:2]1[n:3](-[c:8]2[cH:9][cH:10][c:11]([C:12](=[O:13])[O:14][CH2:15][CH3:16])[cH:17][cH:18]2)[cH:4][cH:5][cH:6][cH:7]1.[O:22]1[CH2:23][CH2:24][CH2:25][CH2:26]1.[OH-:20].[OH2:21]>>[O:1]=[c:2]1[n:3](-[c:8]2[cH:9][cH:10][c:11]([C:12](=[O:13])[OH:14])[cH:17][cH:18]2)[cH:4][cH:5][cH:6][cH:7]1. Reactants: Cl.N[C@H]1CC[C@H](CC1)NC(=O)C1=C(NC=2C1=NC=CC2C2=C(C=CC(=C2)F)OCC2CC2)C (N-(cis-4-aminocyclohexyl)-7-[2-(cyclopropylmethoxy)-5-fluorophenyl]-2-methyl-1H-pyrrolo[3,2-b]pyridine-3-carboxamide hydrochloride), COCC(=O)Cl (methoxy-acetyl chloride). Product: C1(CC1)COC1=C(C=C(C=C1)F)C1=C2C(=NC=C1)C(=C(N2)C)C(=O)N[C@@H]2CC[C@@H](CC2)NC(COC)=O (7-[2-(Cyclopropylmethoxy)-5-fluorophenyl]-N-{cis-4-[(methoxyacetyl)amino]cyclohexyl}-2-methyl-1H-pyrrolo[3,2-b]pyridine-3-carboxamide). Reaction SMILES: Cl.[NH2:2][C@@H:3]1[CH2:8][CH2:7][C@H:6]([NH:9][C:10]([C:12]2[C:16]3=[N:17][CH:18]=[CH:19][C:20]([C:21]4[CH:26]=[C:25]([F:27])[CH:24]=[CH:23][C:22]=4[O:28][CH2:29][CH:30]4[CH2:32][CH2:31]4)=[C:15]3[NH:14][C:13]=2[CH3:33])=[O:11])[CH2:5][CH2:4]1.[CH3:34][O:35][CH2:36][C:37](Cl)=[O:38]>>[CH:30]1([CH2:29][O:28][C:22]2[CH:23]=[CH:24][C:25]([F:27])=[CH:26][C:21]=2[C:20]2[CH:19]=[CH:18][N:17]=[C:16]3[C:12]([C:10]([NH:9][C@H:6]4[CH2:7][CH2:8][C@@H:3]([NH:2][C:37](=[O:38])[CH2:36][O:35][CH3:34])[CH2:4][CH2:5]4)=[O:11])=[C:13]([CH3:33])[NH:14][C:15]=23)[CH2:31][CH2:32]1 |f:0.1|. Procedure details: Starting from N-(cis-4-aminocyclohexyl)-7-[2-(cyclopropylmethoxy)-5-fluorophenyl]-2-methyl-1H-pyrrolo[3,2-b]pyridine-3-carboxamide hydrochloride (example D.f9) and commercially methoxy-acetyl chloride the title compound is obtained as colorless solid. Reactants: ClC1=CC(=CC=C1)C(=O)OO (m-chloroperbenzoic acid), FC(CCCOC1=CC(=NC=C1)CSC1=NC2=C(N1)C=CC=C2)(F)F (2-[4-(4,4,4-trifluorobutoxy)pyridin-2-yl-methylthio]-1H-benzimidazole), C([O-])(O)=O.[Na+] (sodium bicarbonate). The solvent is C(Cl)Cl (methylene chloride), C(Cl)Cl (methylene chloride). Product: FC(CCCOC1=CC(=NC=C1)CS(=O)C1=NC2=C(N1)C=CC=C2)(F)F (2-[4-(4,4,4-trifluorobutoxy)pyridin-2-yl-methanesulfinyl]-1H-benzimidazole). RXN SMILES: [F:1][C:2]([F:25])([F:24])[CH2:3][CH2:4][CH2:5][O:6][C:7]1[CH:12]=[CH:11][N:10]=[C:9]([CH2:13][S:14][C:15]2[NH:19][C:18]3[CH:20]=[CH:21][CH:22]=[CH:23][C:17]=3[N:16]=2)[CH:8]=1.ClC1C=CC=C(C(OO)=[O:34])C=1.C(=O)(O)[O-].[Na+]>C(Cl)Cl>[F:25][C:2]([F:24])([F:1])[CH2:3][CH2:4][CH2:5][O:6][C:7]1[CH:12]=[CH:11][N:10]=[C:9]([CH2:13][S:14]([C:15]2[NH:16][C:17]3[CH:23]=[CH:22][CH:21]=[CH:20][C:18]=3[N:19]=2)=[O:34])[CH:8]=1 |f:2.3|. Reported procedure: The thus-obtained 2-[4-(4,4,4-trifluorobutoxy)pyridin-2-yl-methylthio]-1H-benzimidazole (1.27 g) was dissolved in methylene chloride (20 mL). A solution of 80% m-chloroperbenzoic acid (746 mg) in methylene chloride (10 mL) was added dropwise at −30° C., and the mixture was stirred for an hour at the same temperature. A saturated sodium bicarbonate solution (30 mL) was added to the reaction mixture. The temperature of the mixture was returned to room temperature, and the mixture was stirred for 1...